From a dataset of the Open Reaction Database (ORD), a public repository of structured organic reaction records. describe an organic reaction: reactants, conditions, products, and yield Starting materials: FC(C(=O)O)(F)F.C(C1=CC=CC=C1)OC(C(F)(F)F)(C)C1=NN=C(O1)C1=NC(=C(C=C1N)C(F)(F)F)OC (2-(5-(2-(benzyloxy)-1,1,1-trifluoropropan-2-yl)-1,3,4-oxadiazol-2-yl)-6-methoxy-5-(trifluoromethyl)pyridin-3-amine trifluoroacetate), C(=O)[O-].[NH4+] (ammonium formate). The reagents and catalysts are [OH-].[OH-].[Pd+2] (palladium hydroxide on carbon). Run in CCO (EtOH). The product is NC=1C(=NC(=C(C1)C(F)(F)F)OC)C1=NN=C(O1)C(C(F)(F)F)(C)O (2-(5-(3-Amino-6-methoxy-5-(trifluoromethyl)pyridin-2-yl)-1,3,4-oxadiazol-2-yl)-1,1,1-trifluoropropan-2-ol). RXN SMILES: FC(F)(F)C(O)=O.C([O:15][C:16]([C:22]1[O:26][C:25]([C:27]2[C:32]([NH2:33])=[CH:31][C:30]([C:34]([F:37])([F:36])[F:35])=[C:29]([O:38][CH3:39])[N:28]=2)=[N:24][N:23]=1)([CH3:21])[C:17]([F:20])([F:19])[F:18])C1C=CC=CC=1.C([O-])=O.[NH4+]>CCO.[OH-].[OH-].[Pd+2]>[NH2:33][C:32]1[C:27]([C:25]2[O:26][C:22]([C:16]([OH:15])([CH3:21])[C:17]([F:20])([F:19])[F:18])=[N:23][N:24]=2)=[N:28][C:29]([O:38][CH3:39])=[C:30]([C:34]([F:35])([F:37])[F:36])[CH:31]=1 |f:0.1,2.3,5.6.7|. Procedure: To a stirring solution of 2-(5-(2-(benzyloxy)-1,1,1-trifluoropropan-2-yl)-1,3,4-oxadiazol-2-yl)-6-methoxy-5-(trifluoromethyl)pyridin-3-amine trifluoroacetate (Step 3) (450 mg, 0.973 mmol) in EtOH (25 ml) was added palladium hydroxide on carbon (45.1 mg, 0.321 mmol) followed by ammonium formate (614 mg, 9.73 mmol). The mixture was heated at reflux for 1 h and then filtered through Celite® washing through with EtOH followed by water. The ethanol was removed in vacuo and the resultant aqueous phase... Starting materials: CC1=C(OCCCCCC2=CC(=NO2)C)C(=CC(=C1)C#N)C (5-[5-(2,6-dimethyl-4-cyanophenoxy)pentyl]-3-methylisoxazole), Cl.NO (hydroxylamine hydrochloride), O.O.O.C(C)(=O)[O-].[Na+] (sodium acetate trihydrate). Run in C(C)O (ethanol). The product is CC1=C(OCCCCCC2=CC(=NO2)C)C(=CC(=C1)C1=NOC(=N1)C)C (5-{5-[2,6-dimethyl-4-(5-methyl-1,2,4-oxadiazol-3-yl)phenoxy]pentyl}-3-methylisoxazole). Yield: 32.4%. As a reaction SMILES: [CH3:1][C:2]1[CH:19]=[C:18]([C:20]#[N:21])[CH:17]=[C:16]([CH3:22])[C:3]=1[O:4][CH2:5][CH2:6][CH2:7][CH2:8][CH2:9][C:10]1[O:14][N:13]=[C:12]([CH3:15])[CH:11]=1.Cl.[NH2:24]O.O.O.O.[C:29]([O-:32])(=O)[CH3:30].[Na+]>C(O)C>[CH3:22][C:16]1[CH:17]=[C:18]([C:20]2[N:24]=[C:29]([CH3:30])[O:32][N:21]=2)[CH:19]=[C:2]([CH3:1])[C:3]=1[O:4][CH2:5][CH2:6][CH2:7][CH2:8][CH2:9][C:10]1[O:14][N:13]=[C:12]([CH3:15])[CH:11]=1 |f:1.2,3.4.5.6.7|. Procedure details: A suspension of 7.0 g 5-[5-(2,6-dimethyl-4-cyanophenoxy)pentyl]-3-methylisoxazole, 1.8 g hydroxylamine hydrochloride and 3.5 g sodium acetate trihydrate in 40 ml 95% ethanol was heated at reflux under nitrogen for two days. The reaction mixture was filtered, concentrated in vacuo, and the residue in 50 ml acetic anhydride was heated at reflux for 3 hrs. The reaction mixture was poured over ice/10% sodium hydroxide and extracted with ether. The ether extracts were washed with water and saturated ... The reactants are CCCS(=O)(=O)N1CCN(Cc2ccc(NC(=O)c3ccc(-c4cc(NC(=O)OC(C)(C)C)ccc4OC(F)(F)F)cc3)cc2)CC1, ClCCl, O=C(O)C(F)(F)F. Yields the product CCCS(=O)(=O)N1CCN(Cc2ccc(NC(=O)c3ccc(-c4cc(N)ccc4OC(F)(F)F)cc3)cc2)CC1. RXN SMILES: [C:1]([O:2][C:3](=[O:4])[NH:7][c:8]1[cH:9][c:10](-[c:19]2[cH:20][cH:21][c:22]([C:25]([NH:26][c:27]3[cH:28][cH:29][c:30]([CH2:33][N:34]4[CH2:35][CH2:36][N:37]([S:40](=[O:41])(=[O:42])[CH2:43][CH2:44][CH3:45])[CH2:38][CH2:39]4)[cH:31][cH:32]3)=[O:46])[cH:23][cH:24]2)[c:11]([O:14][C:15]([F:16])([F:17])[F:18])[cH:12][cH:13]1)([CH3:5])([CH3:6])[CH3:47].[Cl:48][CH2:49][Cl:50].[OH:51][C:52]([C:53]([F:54])([F:55])[F:56])=[O:57]>>[NH2:7][c:8]1[cH:9][c:10](-[c:19]2[cH:20][cH:21][c:22]([C:25]([NH:26][c:27]3[cH:28][cH:29][c:30]([CH2:33][N:34]4[CH2:35][CH2:36][N:37]([S:40](=[O:41])(=[O:42])[CH2:43][CH2:44][CH3:45])[CH2:38][CH2:39]4)[cH:31][cH:32]3)=[O:46])[cH:23][cH:24]2)[c:11]([O:14][C:15]([F:16])([F:17])[F:18])[cH:12][cH:13]1.